Dataset: the Open Reaction Database (ORD), a public repository of structured organic reaction records. Task: describe an organic reaction: reactants, conditions, products, and yield The reactants are [H-].[Na+] (NaH), ClC1=C(C=O)C=CC(=C1Cl)OC1=CC=C(C=C1)[N+](=O)[O-] (2,3-dichloro-4-(p-nitrophenoxy)benzaldehyde), O (water), O1CCCC1 (tetrahydrofuran), triethylphosphonoacetate. Reaction conditions: time 15 minute. Product: ClC1=C(C=CC(=O)OCC)C=CC(=C1Cl)OC1=CC=C(C=C1)[N+](=O)[O-] (Ethyl 2,3-dichloro-4-(p-nitrophenoxy)cinnamate). Yield: 81.0%. As a reaction SMILES: [H-].[Na+].[O:3]1[CH2:7][CH2:6][CH2:5][CH2:4]1.[Cl:8][C:9]1[C:16]([Cl:17])=[C:15]([O:18][C:19]2[CH:24]=[CH:23][C:22]([N+:25]([O-:27])=[O:26])=[CH:21][CH:20]=2)[CH:14]=[CH:13][C:10]=1[CH:11]=O.[OH2:28]>>[Cl:8][C:9]1[C:16]([Cl:17])=[C:15]([O:18][C:19]2[CH:24]=[CH:23][C:22]([N+:25]([O-:27])=[O:26])=[CH:21][CH:20]=2)[CH:14]=[CH:13][C:10]=1[CH:11]=[CH:5][C:4]([O:3][CH2:7][CH3:6])=[O:28] |f:0.1|. Reported procedure: To a slurry of 4.8 g. (0.1 mole of a 50% mineral oil suspension) of NaH in 370 ml. of tetrahydrofuran was added 22.4 g. (0.1 mole) of triethylphosphonoacetate dropwise over a period of 15 minutes. This mixture was stirred for 15 minutes and then 30 g. (0.096 mole) of 2,3-dichloro-4-(p-nitrophenoxy)benzaldehyde was added portionwise in 15 minutes. After stirring for one hour, the reaction mixture was poured into water and the resulting product filtered and washed with EtOH to give 29.8 g. (81%) o... Run at time 2 hour. Reactants: CCOC(=O)C (EtOAc), C(=O)(OCC)CC=P(C1=CC=CC=C1)(C1=CC=CC=C1)C1=CC=CC=C1 ((carbethoxyethylidene)triphenylphosphorane), C(C1=CC=CC=C1)OC=1C=C(C=O)C=CC1 (3-(benzyloxy)benzaldehyde). Solvent: C1CCOC1 (THF), C1CCOC1 (THF). Reaction SMILES: [C:1]([CH2:6][CH:7]=P(C1C=CC=CC=1)(C1C=CC=CC=1)C1C=CC=CC=1)([O:3][CH2:4][CH3:5])=[O:2].[CH2:27]([O:34][C:35]1[CH:36]=[C:37]([CH:40]=[CH:41][CH:42]=1)[CH:38]=O)[C:28]1[CH:33]=[CH:32][CH:31]=[CH:30][CH:29]=1.CCOC(C)=O>C1COCC1>[CH2:27]([O:34][C:35]1[CH:36]=[C:37](/[CH:38]=[C:6](\[CH3:7])/[C:1]([O:3][CH2:4][CH3:5])=[O:2])[CH:40]=[CH:41][CH:42]=1)[C:28]1[CH:33]=[CH:32][CH:31]=[CH:30][CH:29]=1. Product: C(C1=CC=CC=C1)OC=1C=C(C=CC1)/C=C(/C(=O)OCC)\C ((E)-Ethyl 3-(3-(benzyloxy)phenyl)-2-methylacrylate). Reported procedure: To a solution of (carbethoxyethylidene)triphenylphosphorane (available from Aldrich) (5.50 g, 15.2 mmol) in THF (25 mL) was added 3-(benzyloxy)benzaldehyde (available from Aldrich) (2.93 g, 13.8 mmol) in THF (10 mL) under nitrogen at −78° C. The reaction was allowed to slowly warm to room temperature and stirred for 2 hours. EtOAc (100 mL) was added, and the mixture was washed with brine (30×2 mL). The organic layer was dried over MgSO4. The solvent was removed by evaporation. The crude product ... Reactants: ( 3 ), C(C1=CC=CC=C1)(=O)N[C@H](C(=O)O)CC1=CC(=C(C=C1)O)O ((2S)-2-benzoylamino-3-(3,4-dihydroxyphenyl)propanoic acid), C(C1=CC=CC=C1)Br (benzyl bromide). Yields the product C(C1=CC=CC=C1)(=O)N[C@H](C(=O)OCC1=CC=CC=C1)CC1=CC(=C(C=C1)OCC1=CC=CC=C1)OCC1=CC=CC=C1 (benzyl (2S)-2-benzoylamino-3-(3,4-dibenzyloxyphenyl)propanoate). The yield is 196.1%. As a reaction SMILES: [C:1]([NH:9][C@@H:10]([CH2:14][C:15]1[CH:20]=[CH:19][C:18]([OH:21])=[C:17]([OH:22])[CH:16]=1)[C:11]([OH:13])=[O:12])(=[O:8])[C:2]1[CH:7]=[CH:6][CH:5]=[CH:4][CH:3]=1.[CH2:23](Br)[C:24]1[CH:29]=[CH:28][CH:27]=[CH:26][CH:25]=1>>[C:1]([NH:9][C@@H:10]([CH2:14][C:15]1[CH:20]=[CH:19][C:18]([O:21][CH2:14][C:15]2[CH:20]=[CH:19][CH:18]=[CH:17][CH:16]=2)=[C:17]([O:22][CH2:1][C:2]2[CH:7]=[CH:6][CH:5]=[CH:4][CH:3]=2)[CH:16]=1)[C:11]([O:13][CH2:23][C:24]1[CH:29]=[CH:28][CH:27]=[CH:26][CH:25]=1)=[O:12])(=[O:8])[C:2]1[CH:3]=[CH:4][CH:5]=[CH:6][CH:7]=1. Procedure details: The procedure of Example 1 part (3) was repeated, except that (2S)-2-benzoylamino-3-(3,4-dihydroxyphenyl)propanoic acid (1.53 g, 5.1 mmol) was used instead of methyl (2S)-2-benzoylamino-3-(3,4-dihydroxyphenyl)propanoate, and benzyl bromide (3.59 g, 21.0 mmol) was used instead of methyl iodide, and 2.85 g (5.0 mmol, yield: 98%) of benzyl (2S)-2-benzoylamino-3-(3,4-dibenzyloxyphenyl)propanoate was obtained. The reactants are CSC=1N=C(C2=C(N1)C=CNC2=O)NC2=CC=C(C=C2)OC2=CC=CC=C2 (2-(methylthio)-4-(4-phenoxy phenylamino)pyrido[4,3-d]pyrimidin-5(6H)-one), C(=O)(OC(C)(C)C)N1C[C@H](CC1)N ((S)-(−)-1-boc-3-amino pyrrolidine), Cl (HCl), O1CCOCC1 (dioxane). The product is Cl.O(C1=CC=CC=C1)N(C=1C2=C(N=C(N1)N[C@@H]1CNCC1)C=CNC2=O)C2=CC=CC=C2 ((S)-4-(phenoxyphenylamino)-2-(pyrrolidin-3-ylamino)pyrido[4,3-d]pyrimidin-5(6H)-one hydrochloride). Yield: 52.0%. As a reaction SMILES: CS[C:3]1[N:4]=[C:5]([NH:14][C:15]2[CH:20]=[CH:19][C:18](OC3C=CC=CC=3)=[CH:17][CH:16]=2)[C:6]2[C:12](=[O:13])[NH:11][CH:10]=[CH:9][C:7]=2[N:8]=1.C([N:35]1[CH2:39][CH2:38][C@H:37]([NH2:40])[CH2:36]1)(OC(C)(C)C)=O.[ClH:41].[O:42]1[CH2:47][CH2:46]OCC1>>[ClH:41].[O:42]([N:14]([C:15]1[CH:16]=[CH:17][CH:18]=[CH:19][CH:20]=1)[C:5]1[C:6]2[C:12](=[O:13])[NH:11][CH:10]=[CH:9][C:7]=2[N:8]=[C:3]([NH:40][C@H:37]2[CH2:38][CH2:39][NH:35][CH2:36]2)[N:4]=1)[C:47]1[CH:46]=[CH:9][CH:7]=[CH:6][CH:5]=1 |f:4.5|. Procedure details: Compound No. 125 was prepared as described in Example 1g by starting from 2-(methylthio)-4-(4-phenoxy phenylamino)pyrido[4,3-d]pyrimidin-5(6H)-one (87 mg, 0.23 mmol) and (S)-(−)-1-boc-3-amino pyrrolidine (129 mg, 0.69 mmol) and treating with 4 N HCl in dioxane continuing until the reaction yielded the title compound (54 mg, 52%). MS m/z: 415 (M+1)+. Reactants: COC(C1=C(C=C(C(=C1)N1CCC1)C(F)(F)F)[N+](=O)[O-])=O (5-azetidin-1-yl-2-nitro-4-trifluoromethyl-benzoic acid methyl ester). The reagents and catalysts are [Pd] (palladium on carbon). The solvent is O1CCCC1 (tetrahydrofuran). Product: COC(C1=C(C=C(C(=C1)N1CCC1)C(F)(F)F)N)=O (2-amino-5-azetidin-1-yl-4-trifluoromethyl-benzoic acid methyl ester). The yield is 99.8%. Reaction SMILES: [CH3:1][O:2][C:3](=[O:21])[C:4]1[CH:9]=[C:8]([N:10]2[CH2:13][CH2:12][CH2:11]2)[C:7]([C:14]([F:17])([F:16])[F:15])=[CH:6][C:5]=1[N+:18]([O-])=O>O1CCCC1.[Pd]>[CH3:1][O:2][C:3](=[O:21])[C:4]1[CH:9]=[C:8]([N:10]2[CH2:11][CH2:12][CH2:13]2)[C:7]([C:14]([F:16])([F:17])[F:15])=[CH:6][C:5]=1[NH2:18]. Reported procedure: 1.10 g of 5-azetidin-1-yl-2-nitro-4-trifluoromethyl-benzoic acid methyl ester in 12 ml of tetrahydrofuran are hydrogenated in presence of 200 mg of palladium on carbon. After 20 filtration of the catalyst the solution is evaporated to dryness yielding 0.99 g of 2-amino-5-azetidin-1-yl-4-trifluoromethyl-benzoic acid methyl ester as yellow powder, m.p. 80-86° C. Reactants: CC(C)(C)OC(=O)COCCOCCNC(=O)OCC1c2ccccc2-c2ccccc21, C1CCNCC1, CN(C)C=O. Product: CC(C)(C)OC(=O)COCCOCCN. As a reaction SMILES: [C:1]([CH3:2])([CH3:3])([CH3:4])[O:5][C:6]([CH2:7][O:8][CH2:9][CH2:10][O:11][CH2:12][CH2:13][NH:14][C:15]([O:16][CH2:17][CH:18]1[c:19]2[cH:20][cH:21][cH:22][cH:23][c:24]2-[c:25]2[c:26]1[cH:27][cH:28][cH:29][cH:30]2)=[O:31])=[O:32].[CH2:33]1[CH2:34][CH2:35][NH:36][CH2:37][CH2:38]1.[O:39]=[CH:40][N:41]([CH3:42])[CH3:43]>>[C:1]([CH3:2])([CH3:3])([CH3:4])[O:5][C:6]([CH2:7][O:8][CH2:9][CH2:10][O:11][CH2:12][CH2:13][NH2:14])=[O:32].